Dataset: the Open Reaction Database (ORD), a public repository of structured organic reaction records. Task: describe an organic reaction: reactants, conditions, products, and yield Starting materials: C1=CC=CC=2C3=CC=CC=C3C(C12)CCC(=O)N(C)[C@H](C(=O)O)COC(C)(C)C ((S)-2-(3-(9H-Fluoren-9-yl)-N-methylpropanamido)-3-(tert-butoxy)propanoic acid), C(C)(C)N(CC)C(C)C (diisopropylethylamine), C1=CC=C(C=C1)C(C2=CC=CC=C2)(C3=CC=CC=C3Cl)Cl (2-chlorotrityl chloride resin), amino acid, C(CCC=C)(=O)O (pent-4-enoic acid), N1=NN(C2=NC=CC=C21)O (3H-(1,2,3)triazolo(4,5-b)pyridin-3-ol), C(=NC(C)C)=NC(C)C (N,N′-methanediylidenebis(propan-2-amine)). Solvent: ClCCl (dichloromethane), CN(C=O)C (N,N-dimethylformamide). Conditions: time 60 minute. The product is C(C)(C)(C)OC[C@@H](C(=O)O)N(C(CCC=C)=O)C ((S)-3-(tert-butoxy)-2-(N-methylpent-4-enamido)propanoic acid). Isolated yield 36.0%. As a reaction SMILES: C1C2[CH:12]([CH2:14][CH2:15][C:16]([N:18]([C@@H:20]([CH2:24][O:25][C:26]([CH3:29])([CH3:28])[CH3:27])[C:21]([OH:23])=[O:22])[CH3:19])=[O:17])[C:11]3C(=CC=CC=3)C=2C=CC=1.C(N(C(C)C)CC)(C)C.C1C=CC(C(Cl)(C2C(Cl)=CC=CC=2)C2C=CC=CC=2)=CC=1.C(O)(=O)CCC=C.N1C2C(=NC=CC=2)N(O)N=1.C(=NC(C)C)=NC(C)C>ClCCl.CN(C)C=O>[C:26]([O:25][CH2:24][C@H:20]([N:18]([CH3:19])[C:16](=[O:17])[CH2:15][CH2:14][CH:12]=[CH2:11])[C:21]([OH:23])=[O:22])([CH3:29])([CH3:28])[CH3:27]. Procedure: (S)-2-(3-(9H-Fluoren-9-yl)-N-methylpropanamido)-3-(tert-butoxy)propanoic acid (Compound SP745) (4.35 g, 11.0 mmol) and diisopropylethylamine (EtN(iPr)2) (10.4 mL, 60.0 mmol) were dissolved in dehydrated dichloromethane (46 ml), to the solution above, 2-chlorotrityl chloride resin (100-200 mesh, 1% DVB, purchased from Watanabe Chemical Industries, 4.65 g, 7.30 mmol) was added, and the amino acid was supported on the resin by shaking at room temperature for 60 minutes. The reaction solution was re... Reactants: CN (methylamine), FC1=C(C(=O)N)C(=CC=C1)NC1=C2C(NC(=N1)NC1=C(C=C3CCNC3=C1)OC)=NC=C2 (2-fluoro-6-[(2-{[5-(methyloxy)-2,3-dihydro-1H-indol-6-yl]amino}-1H-pyrrolo[2,3-d]pyrimidin-4-yl)amino]benzamide), BrCC(=O)Cl (bromoacetyl chloride). The solvent is C1CCOC1 (THF), C1CCOC1 (THF). Run at time 8 hour. Product: FC1=C(C(=O)N)C(=CC=C1)NC1=C2C(NC(=N1)NC1=C(C=C3CCN(C3=C1)C(CNC)=O)OC)=NC=C2 (2-fluoro-6-[(2-{[1-(N-methylglycyl)-5-(methyloxy)-2,3-dihydro-1H-indol-6-yl]amino}-1H-pyrrolo[2,3-d]pyrimidin-4-yl)amino]benzamide). Yield: 18.5%. Reaction SMILES: [F:1][C:2]1[CH:10]=[CH:9][CH:8]=[C:7]([NH:11][C:12]2[N:17]=[C:16]([NH:18][C:19]3[CH:27]=[C:26]4[C:22]([CH2:23][CH2:24][NH:25]4)=[CH:21][C:20]=3[O:28][CH3:29])[NH:15][C:14]3=[N:30][CH:31]=[CH:32][C:13]=23)[C:3]=1[C:4]([NH2:6])=[O:5].Br[CH2:34][C:35](Cl)=[O:36].[CH3:38][NH2:39]>C1COCC1>[F:1][C:2]1[CH:10]=[CH:9][CH:8]=[C:7]([NH:11][C:12]2[N:17]=[C:16]([NH:18][C:19]3[CH:27]=[C:26]4[C:22]([CH2:23][CH2:24][N:25]4[C:35](=[O:36])[CH2:34][NH:39][CH3:38])=[CH:21][C:20]=3[O:28][CH3:29])[NH:15][C:14]3=[N:30][CH:31]=[CH:32][C:13]=23)[C:3]=1[C:4]([NH2:6])=[O:5]. Reported procedure: A −40° C. solution of 2-fluoro-6-[(2-{[5-(methyloxy)-2,3-dihydro-1H-indol-6-yl]amino}-1H-pyrrolo[2,3-d]pyrimidin-4-yl)amino]benzamide (250 mg, 0.58 mmol) in THF (50 mL) was treated with a solution of bromoacetyl chloride (95 mg, 0.61 mmol) in THF (1 mL). One-third of the reaction mixture was treated with a solution of methylamine (2M in THF, 4 mL, 8 mmol). After stirring overnight the resulting mixture was concentrated onto Celite and purified by silica gel chromatography using 1-10% MeOH (conta... Reaction conditions: temperature 100 celsius, time 4 hour. RXN SMILES: [Na].[CH:2]1([CH2:8][CH2:9][CH2:10]Br)[CH2:7][CH2:6][CH2:5][CH2:4][CH2:3]1.O.[CH2:13]([OH:16])[CH2:14][OH:15]>C1(C)C(C)=CC=CC=1>[CH:2]1([CH2:8][CH2:9][CH2:10][O:15][CH2:14][CH2:13][OH:16])[CH2:7][CH2:6][CH2:5][CH2:4][CH2:3]1 |^1:0|. The reactants are C1(CCCCC1)CCCBr (3-cyclohexylpropyl bromide), [Na] (sodium), C(CO)O (ethylene glycol), O (water). The solvent is C=1(C(=CC=CC1)C)C (xylene), C=1(C(=CC=CC1)C)C (xylene). Procedure details: 85 ml of xylene are added to a solution of 15.75 g of sodium in 182.2 g of ethylene glycol. The mixture is heated to 100° C., and a solution of 140.5 g of 3-cyclohexylpropyl bromide in 70 ml of xylene is added dropwise within 3 hours. When the addition has ended, the mixture is boiled for 4 hours under reflux, cooled, and then 500 ml of water are added. The mixture is extracted with twice 500 ml of petroleum ether, the combined organic phases are dried over sodium sulphate and the remaining oil ... Isolated yield 82.5%. The product is C1(CCCCC1)CCCOCCO (2-(3-cyclohexylpropyloxy)-ethanol). Starting materials: [BH3-]C#N, O=C([O-])[O-], Cc1c(C=O)ncn1C(c1ccccc1)(c1ccccc1)c1ccccc1, CN, CO, Cl, Cl, [K+], [K+], [Na+], O. Product: CNCc1ncn(C(c2ccccc2)(c2ccccc2)c2ccccc2)c1C. RXN SMILES: [C:31](#[N:32])[BH3-:33].[C:36](=[O:37])([O-:38])[O-:39].[CH3:1][c:2]1[c:3]([CH:26]=[O:27])[n:4][cH:5][n:6]1[C:7]([c:8]1[cH:9][cH:10][cH:11][cH:12][cH:13]1)([c:14]1[cH:15][cH:16][cH:17][cH:18][cH:19]1)[c:20]1[cH:21][cH:22][cH:23][cH:24][cH:25]1.[CH3:29][NH2:30].[CH3:42][OH:43].[ClH:28].[ClH:35].[K+:40].[K+:41].[Na+:34].[OH2:44]>>[CH3:1][c:2]1[c:3]([CH2:26][NH:32][CH3:31])[n:4][cH:5][n:6]1[C:7]([c:8]1[cH:9][cH:10][cH:11][cH:12][cH:13]1)([c:14]1[cH:15][cH:16][cH:17][cH:18][cH:19]1)[c:20]1[cH:21][cH:22][cH:23][cH:24][cH:25]1.